Dataset: the Open Reaction Database (ORD), a public repository of structured organic reaction records. Task: describe an organic reaction: reactants, conditions, products, and yield Reactants: CC=1C(=NC=C(C1)[N+](=O)[O-])O (3-methyl-5-nitro-pyridin-2-ol), ClCCCl (1,2-dichloroethane), [Cl-].[P+]=O (Phosphorous oxide chloride). Run in CN(C)C=O (DMF). Run at temperature 70 celsius, time 0.5 hour. Yields the product ClC1=NC=C(C=C1C)[N+](=O)[O-] (2-chloro-3-methyl-5-nitro-pyridine). RXN SMILES: [CH3:1][C:2]1[C:3](O)=[N:4][CH:5]=[C:6]([N+:8]([O-:10])=[O:9])[CH:7]=1.[Cl:12]CCCl.[Cl-].[P+]=O>CN(C=O)C>[Cl:12][C:3]1[C:2]([CH3:1])=[CH:7][C:6]([N+:8]([O-:10])=[O:9])=[CH:5][N:4]=1 |f:2.3,^3:16|. Procedure details: A 350 ml three-necked round-bottomed flask equipped with a magnetic bar, a thermometer, a dropping funnel and a reflux condenser is charged with 3-methyl-5-nitro-pyridin-2-ol (23.1 g), and 1,2-dichloroethane (150 ml). Phosphorous oxide chloride (17 ml) is added dropwise. Into this mixture DMF (11.5 ml) is added dropwise at room temperature. The reaction mixture is heated at 70° C. under stirring for 0.5 hour. After cooling the mixture to ambient temperature, it is concentrated in vacuo at 50° C.... Reactants: C(C)(C)C=1NC2=CC=CC=C2C1 (2-isopropylindole), CNC (dimethylamine), Ice water, C([O-])([O-])=O.[K+].[K+] (potassium carbonate), C=O (formaldehyde). The solvent is C(C)O (ethanol), C(C)O (ethanol), C(C)(=O)O (acetic acid). Run at temperature 5 celsius, time 1 hour. The product is CN(C)CC1=C(NC2=CC=CC=C12)C(C)C (3-(dimethylaminomethyl)-2-isopropylindole). Reaction SMILES: [CH:1]([C:4]1[NH:5][C:6]2[C:11]([CH:12]=1)=[CH:10][CH:9]=[CH:8][CH:7]=2)([CH3:3])[CH3:2].[CH3:13][NH:14][CH3:15].C=O.[C:18](=O)([O-])[O-].[K+].[K+]>C(O)C.C(O)(=O)C>[CH3:13][N:14]([CH2:18][C:12]1[C:11]2[C:6](=[CH:7][CH:8]=[CH:9][CH:10]=2)[NH:5][C:4]=1[CH:1]([CH3:3])[CH3:2])[CH3:15] |f:3.4.5|. Procedure: To a well-stirred solution of 2-isopropylindole (9.9 g.) in ethanol (30 ml.) at 0° C., there was added a 33% (w./w.) solution of dimethylamine in ethanol (10 ml.) and glacial acetic acid (3.5 ml.). A solution of 40% (w./v.) aqueous formaldehyde (5 ml.) was then added dropwise to the mixture, and the resulting solution was stirred at 5° C. for a period of one hour. Ice/water was next added to the reaction mixture, followed by excess solid potassium carbonate to give an orange oil. The liquid was ... Run at temperature -10 celsius, time 2 hour. Procedure: 2-(3,5-Di-t-butylphenyl)indene (23.3 g, 0.077 mol), and anhydrous diethyl ether (250 mL) were placed in a 1 L three-necked flask under argon. n-Butyl lithium (48 mL of a 1.6 M solution in hexanes, 0.077 mol) was added over a thirty minute period at 0° C. The solution was stirred for an additional two hours. Hafnium tetrachloride (12.2 g, 0.038 mol), was added incrementally over a one hour period. The mixture was then stirred overnight. The ethereal solution was chilled to −10° C. and the solids ... Yields the product [Cl-].[Cl-].C(C)(C)(C)C=1C=C(C=C(C1)C(C)(C)C)C=1C(C2=CC=CC=C2C1)[Hf+2]C1C(=CC2=CC=CC=C12)C1=CC(=CC(=C1)C(C)(C)C)C(C)(C)C (Bis(2-(3,5-di-t-Butylphenyl)indenyl)hafnium Dichloride). Reactants: C(CCC)[Li] (n-Butyl lithium), solution, [Cl-].[Cl-].[Cl-].[Cl-].[Hf+4] (Hafnium tetrachloride), C(C)(C)(C)C=1C=C(C=C(C1)C(C)(C)C)C=1CC2=CC=CC=C2C1 (2-(3,5-Di-t-butylphenyl)indene). Run in hexanes, C(C)OCC (diethyl ether). The yield is 72.0%. Reaction SMILES: [C:1]([C:5]1[CH:6]=[C:7]([C:15]2[CH2:16][C:17]3[C:22]([CH:23]=2)=[CH:21][CH:20]=[CH:19][CH:18]=3)[CH:8]=[C:9]([C:11]([CH3:14])([CH3:13])[CH3:12])[CH:10]=1)([CH3:4])([CH3:3])[CH3:2].[CH2:24]([Li])[CH2:25][CH2:26][CH3:27].[Cl-:29].[Cl-].[Cl-].[Cl-].[Hf+4:33]>C(OCC)C>[Cl-:29].[Cl-:29].[C:1]([C:5]1[CH:6]=[C:7]([C:15]2[CH:23]([Hf+2:33][CH:24]3[C:17]4[C:27](=[CH:22][CH:23]=[CH:15][CH:16]=4)[CH:26]=[C:25]3[C:7]3[CH:6]=[C:5]([C:1]([CH3:3])([CH3:2])[CH3:4])[CH:10]=[C:9]([C:11]([CH3:14])([CH3:13])[CH3:12])[CH:8]=3)[C:22]3[C:17]([CH:16]=2)=[CH:18][CH:19]=[CH:20][CH:21]=3)[CH:8]=[C:9]([C:11]([CH3:14])([CH3:13])[CH3:12])[CH:10]=1)([CH3:2])([CH3:3])[CH3:4] |f:2.3.4.5.6,8.9.10|. Reactants: C(CCC)[Li] (butyl lithium), CC1(C(C=2C=CC=C3C=CC=C1C23)=O)C (2,2-dimethylacenaphthylen-1(2H)-one), CC(C)NC(C)C (N-(1-methylethyl)-2-propanamine), CC(C)N(C(=O)C1=CC=NC=C1)C(C)C (N,N-bis(1-methylethyl)-4-pyridinecarboxamide). Run in O1CCCC1 (tetrahydrofuran), O (water). Reaction conditions: temperature -80 celsius, time 1 hour. Yields the product OC1(C(C2=CC=CC3=CC=CC1=C23)(C)C)C=2C=NC=CC2C(=O)N(C(C)C)C(C)C ((±)-3-(1,2-dihydro-1-hydroxy-2,2-dimethyl-1-acenaphthylenyl)-N,N-bis(1-methylethyl)- 4-pyridinecarboxamide). Yield: 22.0%. Reaction SMILES: CC(NC(C)C)C.C([Li])CCC.[CH3:13][CH:14]([N:16]([CH:25]([CH3:27])[CH3:26])[C:17]([C:19]1[CH:24]=[CH:23][N:22]=[CH:21][CH:20]=1)=[O:18])[CH3:15].[CH3:28][C:29]1([CH3:42])[C:39]2[C:40]3[C:35]([CH:36]=[CH:37][CH:38]=2)=[CH:34][CH:33]=[CH:32][C:31]=3[C:30]1=[O:41]>O1CCCC1.O>[OH:41][C:30]1([C:20]2[CH:21]=[N:22][CH:23]=[CH:24][C:19]=2[C:17]([N:16]([CH:25]([CH3:27])[CH3:26])[CH:14]([CH3:13])[CH3:15])=[O:18])[C:31]2=[C:40]3[C:35](=[CH:34][CH:33]=[CH:32]2)[CH:36]=[CH:37][CH:38]=[C:39]3[C:29]1([CH3:42])[CH3:28]. Procedure details: Preparation of: ##STR30## To a cooled (-80° C.) and stirred solution of 5.25 g of N-(1-methylethyl)-2-propanamine in 500 ml of dry tetrahydrofuran there were added 20 ml of butyl lithium (2.5M in hexane) and, after stirring for 1 hour at -80° C., 10.3 g of N,N-bis(1-methylethyl)-4-pyridinecarboxamide (prepared as described in Tetr. Lett. 21, 4739, 1980). Stirring at -80° C. was continued for 3 hours and then there were added 9.3 g of 2,2-dimethylacenaphthylen-1(2H)-one. The whole was stirred for... Starting materials: COC(=O)C1C(CC(Cl)(Cl)Cl)C1(C)C, CN(C)C=O, Nc1nc2ncc(C(=O)C3OP(=O)(O)OCC3O)nc2c(=O)[nH]1, Cl, C1=NCCCN2CCCCC12. Product: COC(=O)C1C(C=C(Cl)Cl)C1(C)C. As a reaction SMILES: [CH3:1][C:2]1([CH3:14])[CH:3]([C:10](=[O:11])[O:12][CH3:13])[CH:4]1[CH2:5][C:6]([Cl:7])([Cl:8])[Cl:9].[CH3:50][N:51]([CH3:52])[CH:53]=[O:54].[CH:15]1([C:16]([c:17]2[n:18][c:19]3[c:20]([n:21][c:22]([NH2:26])[nH:23][c:24]3=[O:25])[n:27][cH:28]2)=[O:29])[CH:30]([OH:31])[CH2:32][O:33][P:34](=[O:35])([OH:36])[O:37]1.[ClH:49].[N:38]12[CH2:39][CH2:40][CH2:41][CH2:42][CH:43]1[CH:44]=[N:45][CH2:46][CH2:47][CH2:48]2>>[CH3:1][C:2]1([CH3:14])[CH:3]([C:10](=[O:11])[O:12][CH3:13])[CH:4]1[CH:5]=[C:6]([Cl:7])[Cl:8]. Reactants: ClC1=NC(=NC(=N1)Cl)N=CC(=O)OCC (2,4-Dichloro-6-ethoxycarbonylmethyleneamino-1,3,5-triazine), [OH-].[Na+] (sodium hydroxide), NCCCCCCN (hexamethylenediamine), NC1CC(NC(C1)(C)C)(C)C (4-amino-2,2,6,6-tetramethylpiperidine), [OH-].[Na+] (sodium hydroxide). Run in C1(=CC=CC=C1)C (toluene). Conditions: temperature 40 celsius, time 3 hour. Product: C(C)OC(=O)C=NC1=NC(=NC(=N1)NC1CC(NC(C1)(C)C)(C)C)NCCCCCCNC1=NC(=NC(=N1)N=CC(=O)OCC)NC1CC(NC(C1)(C)C)(C)C (1,8-Bis[4-ethoxycarbonylmethyleneamino-6-(2,2,6,6-tetramethyl-4-piperidinyl)amino-1,3,5-triazin-2-yl]-1,8-diazaoctane). RXN SMILES: Cl[C:2]1[N:7]=[C:6](Cl)[N:5]=[C:4]([N:9]=[CH:10][C:11]([O:13][CH2:14][CH3:15])=[O:12])[N:3]=1.[NH2:16][CH:17]1[CH2:22][C:21]([CH3:24])([CH3:23])[NH:20][C:19]([CH3:26])([CH3:25])[CH2:18]1.[OH-:27].[Na+].[NH2:29][CH2:30][CH2:31][CH2:32][CH2:33][CH2:34][CH2:35][NH2:36]>C1(C)C=CC=CC=1>[CH2:14]([O:13][C:11]([CH:10]=[N:9][C:4]1[N:5]=[C:6]([NH:16][CH:17]2[CH2:18][C:19]([CH3:26])([CH3:25])[NH:20][C:21]([CH3:24])([CH3:23])[CH2:22]2)[N:7]=[C:2]([NH:29][CH2:30][CH2:31][CH2:32][CH2:33][CH2:34][CH2:35][NH:36][C:2]2[N:3]=[C:4]([N:9]=[CH:10][C:11]([O:13][CH2:14][CH3:15])=[O:27])[N:5]=[C:6]([NH:16][CH:17]3[CH2:18][C:19]([CH3:26])([CH3:25])[NH:20][C:21]([CH3:24])([CH3:23])[CH2:22]3)[N:7]=2)[N:3]=1)=[O:12])[CH3:15] |f:2.3|. Procedure details: 2,4-Dichloro-6-ethoxycarbonylmethyleneamino-1,3,5-triazine (12.5 grams; 0.05 mole), dissolved in toluene (200 mls), is treated with 4-amino-2,2,6,6-tetramethylpiperidine (7.8 grams; 0.05 mole) and powdered sodium hydroxide (2.0 grams; 0.05 mole) and the mixture is stirred at 40° C. for 3 hours. At this point, powdered sodium hydroxide (2.0 grams; 0.05 mole) and hexamethylenediamine (2.9 grams; 0.025 mole) are added and the mixture is heated at reflux for 8 hours. The reaction mixture is filtered... The reactants are ClC1=CC=C2C(=CNC2=C1)C(=O)N1CCC(CC1)C1=C(C=CC=C1)OC(F)(F)F ((6-chloro-1H-indol-3-yl)-[4-(2-trifluoromethoxy-phenyl)-piperidin-1-yl]-methanone), BrCC(=O)O (bromo-acetic acid). The product is ClC1=CC=C2C(=CN(C2=C1)CC(=O)O)C(=O)N1CCC(CC1)C1=C(C=CC=C1)OC(F)(F)F ({6-Chloro-3-[4-(2-trifluoromethoxy-phenyl)-piperidine-1-carbonyl]-indol-1-yl}-acetic acid). Reaction SMILES: [Cl:1][C:2]1[CH:10]=[C:9]2[C:5]([C:6]([C:11]([N:13]3[CH2:18][CH2:17][CH:16]([C:19]4[CH:24]=[CH:23][CH:22]=[CH:21][C:20]=4[O:25][C:26]([F:29])([F:28])[F:27])[CH2:15][CH2:14]3)=[O:12])=[CH:7][NH:8]2)=[CH:4][CH:3]=1.Br[CH2:31][C:32]([OH:34])=[O:33]>>[Cl:1][C:2]1[CH:10]=[C:9]2[C:5]([C:6]([C:11]([N:13]3[CH2:18][CH2:17][CH:16]([C:19]4[CH:24]=[CH:23][CH:22]=[CH:21][C:20]=4[O:25][C:26]([F:27])([F:28])[F:29])[CH2:15][CH2:14]3)=[O:12])=[CH:7][N:8]2[CH2:31][C:32]([OH:34])=[O:33])=[CH:4][CH:3]=1. Procedure: Following general procedure II, the alkylation of (6-chloro-1H-indol-3-yl)-[4-(2-trifluoromethoxy-phenyl)-piperidin-1-yl]-methanone (preparation described herein), with (commercially available) bromo-acetic acid gave the title compound.